Task: describe an organic reaction: reactants, conditions, products, and yield. Dataset: the Open Reaction Database (ORD), a public repository of structured organic reaction records Reactants: C(=O)(O)C1=C(C=CC=C1)NC1=C(C(=O)O)C=C(C=C1)SC (2-[(2-Carboxyphenyl)amino]-5-(methylthio)benzoic acid), O (water). Solvent: P(=O)(Cl)(Cl)Cl (phosphorus oxychloride). Yields the product CSC1=CC=2C(C3=CC=CC=C3NC2C(=C1)C(=O)O)=O (9,10-Dihydro-2-(methylthio)-9-oxo-4-acridinecarboxylic acid). RXN SMILES: [C:1]([C:4]1[CH:9]=[CH:8][CH:7]=[CH:6][C:5]=1[NH:10][C:11]1[CH:19]=[CH:18][C:17]([S:20][CH3:21])=[CH:16][C:12]=1[C:13]([OH:15])=[O:14])([OH:3])=O.O>P(Cl)(Cl)(Cl)=O>[CH3:21][S:20][C:17]1[CH:16]=[C:12]([C:13]([OH:15])=[O:14])[C:11]2[NH:10][C:5]3[C:4](=[CH:9][CH:8]=[CH:7][CH:6]=3)[C:1](=[O:3])[C:19]=2[CH:18]=1. Reported procedure: The product of part (i) above (2 g) in phosphorus oxychloride (6 ml) was heated at reflux for 1 h. The solution was then cooled (to 0°), and water (15 ml) was added slowly. The mixture was then heated at 100° for 10 min and then poured onto cracked ice. The resulting precipitate was filtered off, washed with water, and crystallised from methanol to give the title compound (1.6 g). IR includes peaks at 1690 cm-1 (CO2H) and 1620 cm-1 (CO). The reactants are N[C@@H](CO)COC1=CC=CC=C1 ((S)-2-amino-3-phenoxy-propan-1-ol), N#CBr (cyanogen bromide). Product: O(C1=CC=CC=C1)C[C@H]1N=C(OC1)N ((R)-4-phenoxymethyl-4,5-dihydro-oxazol-2-ylamine). As a reaction SMILES: [NH2:1][C@H:2]([CH2:5][O:6][C:7]1[CH:12]=[CH:11][CH:10]=[CH:9][CH:8]=1)[CH2:3][OH:4].[N:13]#[C:14]Br>>[O:6]([CH2:5][C@@H:2]1[CH2:3][O:4][C:14]([NH2:13])=[N:1]1)[C:7]1[CH:12]=[CH:11][CH:10]=[CH:9][CH:8]=1. Procedure details: In analogy to example 1b (S)-2-amino-3-phenoxy-propan-1-ol was reacted with cyanogen bromide to give (R)-4-phenoxymethyl-4,5-dihydro-oxazol-2-ylamine. Colourless gum. MS (ISP): 193.1 ([M+H]+)) Reactants: C(C)C(CN)CCCC (2-ethylhexyl amine), C1(=CC=CC=C1)C (toluene), C(C)C(CN)CCCC (2-ethylhexyl amine), C(C(O)C(O)C(=O)O)(=O)O (DL-tartaric acid), amine, C(C(O)C(O)C(=O)O)(=O)O (DL-Tartaric acid), C1(=CC=CC=C1)C (toluene). Conditions: temperature 100 celsius. Yields the product CCN1C(C(O)(C(O)C1=O)CCCCCC)=O (N-2-Ethylhexyl tartarimide). RXN SMILES: C([CH:3](CCCC)[CH2:4][NH2:5])C.[C:10]([OH:19])(=O)[CH:11]([CH:13]([C:15]([OH:17])=O)[OH:14])[OH:12].[C:20]1([CH3:26])[CH:25]=[CH:24][CH:23]=[CH:22]C=1>>[CH3:3][CH2:4][N:5]1[C:10](=[O:19])[CH:11]([OH:12])[C:13]([CH2:26][CH2:20][CH2:25][CH2:24][CH2:23][CH3:22])([OH:14])[C:15]1=[O:17]. Procedure details: N-2-Ethylhexyl tartarimide was prepared by the reaction of 2-ethylhexyl amine with DL-tartaric acid. The procedure described in U.S. Pat. No. 4,237,022 was followed on a smaller scale. DL-Tartaric acid (10.034 g, 66.853 mmole) and toluene (17.328 g, 188.06 mmole) were weighed into a 250 mL 3-necked round-bottomed flask equipped with a teflon-coated magnetic stir bar. A Dean-Stark trap was placed in the center neck, and a condenser was placed in the neck of the Dean-Stark trap. A nitrogen inlet a... The reactants are N1=CC(=CC=C1)C=1C=C2C(=CN1)N(N=C2[Sn](C)(C)C)COCC[Si](C)(C)C (5-(pyridin-3-yl)-1-((2-(trimethylsilyl)ethoxy)methyl)-3-(trimethylstannyl)-1H-pyrazolo[3,4-c]pyridine), BrC=1C(=NC(=CC1)I)F (3-bromo-2-fluoro-6-iodopyridine), CN(C=O)C (N,N-Dimethylformamide), [F-].[Cs+] (Cesium fluoride). The reagents and catalysts are C=1C=CC(=CC1)[P](C=2C=CC=CC2)(C=3C=CC=CC3)[Pd]([P](C=4C=CC=CC4)(C=5C=CC=CC5)C=6C=CC=CC6)([P](C=7C=CC=CC7)(C=8C=CC=CC8)C=9C=CC=CC9)[P](C=1C=CC=CC1)(C=1C=CC=CC1)C=1C=CC=CC1 (Tetrakis(triphenylphosphine)palladium(0)), [Cu]I (Copper(I) iodide). Run at temperature 40 celsius, time 2 hour. The product is BrC=1C=CC(=NC1F)C1=NN(C2=CN=C(C=C21)C=2C=NC=CC2)COCC[Si](C)(C)C (3-(5-bromo-6-fluoropyridin-2-yl)-5-(pyridin-3-yl)-1-((2-(trimethylsilyl)ethoxy)methyl)-1H-pyrazolo[3,4-c]pyridine). RXN SMILES: [N:1]1[CH:6]=[CH:5][CH:4]=[C:3]([C:7]2[CH:8]=[C:9]3[C:15]([Sn](C)(C)C)=[N:14][N:13]([CH2:20][O:21][CH2:22][CH2:23][Si:24]([CH3:27])([CH3:26])[CH3:25])[C:10]3=[CH:11][N:12]=2)[CH:2]=1.[Br:28][C:29]1[C:30]([F:36])=[N:31][C:32](I)=[CH:33][CH:34]=1.CN(C)C=O.[F-].[Cs+]>C1C=CC([P]([Pd]([P](C2C=CC=CC=2)(C2C=CC=CC=2)C2C=CC=CC=2)([P](C2C=CC=CC=2)(C2C=CC=CC=2)C2C=CC=CC=2)[P](C2C=CC=CC=2)(C2C=CC=CC=2)C2C=CC=CC=2)(C2C=CC=CC=2)C2C=CC=CC=2)=CC=1.[Cu]I>[Br:28][C:29]1[CH:34]=[CH:33][C:32]([C:15]2[C:9]3[C:10](=[CH:11][N:12]=[C:7]([C:3]4[CH:2]=[N:1][CH:6]=[CH:5][CH:4]=4)[CH:8]=3)[N:13]([CH2:20][O:21][CH2:22][CH2:23][Si:24]([CH3:27])([CH3:26])[CH3:25])[N:14]=2)=[N:31][C:30]=1[F:36] |f:3.4,^1:47,49,68,87|. Procedure: To an argon protected mixture of 5-(pyridin-3-yl)-1-((2-(trimethylsilyl)ethoxy)methyl)-3-(trimethylstannyl)-1H-pyrazolo[3,4-c]pyridine (239 mg, 0.489 mmol) and 3-bromo-2-fluoro-6-iodopyridine (162.3 mg, 0.538 mmol) in N,N-Dimethylformamide (5 mL, 60 mmol) was added Cesium fluoride (148 mg, 0.98 mmol). Tetrakis(triphenylphosphine)palladium(0) (56.482 mg, 0.048878 mmol) and Copper(I) iodide (18.618 mg, 0.097757 mmol) were then added and the resulting mixture was stirred at 40° C. for 2 hours. The ... The reactants are COC1=CC=C(C(CBr)=O)C=C1 (4-methoxyphenacyl bromide), C(C)N(C(C)C)C(C)C (N-ethyldiisopropylamine), Cl.Cl.C1(=CC=CC2=CC=CC=C12)CCCCN1CCNCC1 (1-(4-naphthalen-1-yl-butyl)piperazine dihydrochloride). The solvent is C(Cl)(Cl)Cl (chloroform). Yields the product COC1=CC=C(C=C1)C(CN1CCN(CC1)CCCCC1=CC=CC2=CC=CC=C12)=O (1-[2-(4-methoxyphenyl)-2-oxoethyl]-4-(4-naphthalen-1-yl-butyl)piperazine). RXN SMILES: [CH3:1][O:2][C:3]1[CH:12]=[CH:11][C:6]([C:7](=[O:10])[CH2:8]Br)=[CH:5][CH:4]=1.C(N(C(C)C)C(C)C)C.Cl.Cl.[C:24]1([CH2:34][CH2:35][CH2:36][CH2:37][N:38]2[CH2:43][CH2:42][NH:41][CH2:40][CH2:39]2)[C:33]2[C:28](=[CH:29][CH:30]=[CH:31][CH:32]=2)[CH:27]=[CH:26][CH:25]=1>C(Cl)(Cl)Cl>[CH3:1][O:2][C:3]1[CH:12]=[CH:11][C:6]([C:7](=[O:10])[CH2:8][N:41]2[CH2:40][CH2:39][N:38]([CH2:37][CH2:36][CH2:35][CH2:34][C:24]3[C:33]4[C:28](=[CH:29][CH:30]=[CH:31][CH:32]=4)[CH:27]=[CH:26][CH:25]=3)[CH2:43][CH2:42]2)=[CH:5][CH:4]=1 |f:2.3.4|. Reported procedure: In 6.0 ml of chloroform was dissolved 0.69 g of 4-methoxyphenacyl bromide, and 3.0 ml of N-ethyldiisopropylamine and 1.20 g of 1-(4-naphthalen-1-yl-butyl)piperazine dihydrochloride were added, followed by reflux with heating for an hour. The reaction solution was cooled to room temperature, and concentrated under reduced pressure. To the residue was added a saturated aqueous sodium bicarbonate solution and, after extraction with ethyl acetate, the organic layer was dried over anhydrous sodium su... Starting materials: O (water), ClC1=CC=C(C(=O)NN)C=C1 (4-chlorobenzhydrazide), ClC(=O)OC(Cl)(Cl)Cl (trichloromethyl chloroformate), Cl (HCl). Run in CCCCCC (hexane), C(Cl)Cl (methylene chloride). Conditions: time 15 minute. Product: ClC1=CC=C(C=C1)C=1OC(NN1)=O (2-(4-chlorophenyl)-1,3,4-oxadiazolin-5-one). The yield is 93.3%. As a reaction SMILES: [Cl:1][C:2]1[CH:11]=[CH:10][C:5]([C:6]([NH:8][NH2:9])=[O:7])=[CH:4][CH:3]=1.Cl.Cl[C:14](OC(Cl)(Cl)Cl)=[O:15].O>C(Cl)Cl.CCCCCC>[Cl:1][C:2]1[CH:11]=[CH:10][C:5]([C:6]2[O:7][C:14](=[O:15])[NH:9][N:8]=2)=[CH:4][CH:3]=1. Reported procedure: To the suspension of 4-chlorobenzhydrazide (8.53 g, 0.05 mole) in methylene chloride (100 ml), equipped with a magnetic stirring bar, a nitrogen inlet, a dropping funnel, and an outlet connected to diluted base solution for trapping the HCl gas, was dropwise added trichloromethyl chloroformate (5.94 g, 0.03 mole). After addition, the reaction mixture was heated to reflux for 2 hr. The reaction was cooled down to room temperature and poured into a mixture of water (500 ml) and hexane (200 ml) and... Starting materials: O=C([O-])[O-], BrC1CCCC1, [Cs+], [Cs+], CN(C)C=O, CC(=O)NCCCC1OCC(Oc2ccc(O)cc2)CO1. Yields the product CC(=O)NCCCC1OCC(Oc2ccc(OC3CCCC3)cc2)CO1. Reaction SMILES: [C:28](=[O:29])([O-:30])[O-:31].[CH:22]1([Br:27])[CH2:23][CH2:24][CH2:25][CH2:26]1.[Cs+:32].[Cs+:33].[O:34]=[CH:35][N:36]([CH3:37])[CH3:38].[OH:1][c:2]1[cH:3][cH:4][c:5]([O:6][CH:7]2[CH2:8][O:9][CH:10]([CH2:13][CH2:14][CH2:15][NH:16][C:17]([CH3:18])=[O:19])[O:11][CH2:12]2)[cH:20][cH:21]1>>[O:1]([c:2]1[cH:3][cH:4][c:5]([O:6][CH:7]2[CH2:8][O:9][CH:10]([CH2:13][CH2:14][CH2:15][NH:16][C:17]([CH3:18])=[O:19])[O:11][CH2:12]2)[cH:20][cH:21]1)[CH:22]1[CH2:23][CH2:24][CH2:25][CH2:26]1. Starting materials: C(=O)(O)[C@@H]1N(CCC1)C(CCCCC(=O)N1[C@H](CCC1)C(=O)O)=O ((R)-1-[6-[(R)-2-carboxy-pyrrolidin-1-yl]-6-oxo-hexanoyl]-pyrrolidine-2-carboxylic acid). Solvent: C(C=C)O (allylalcohol). Conditions: time 90 hour. Product: C(C=C)OC(=O)[C@@H]1N(CCC1)C(CCCCC(=O)N1[C@H](CCC1)C(=O)OCC=C)=O ((R)-1-{6-[(R)-2-alloxycarbonyl-pyrrolidin-1-yl]-6-oxo-hexanoyl}-pyrrolidine-2-carboxylic acid allyl ester). Isolated yield 98.3%. RXN SMILES: [C:1]([C@H:4]1[CH2:8][CH2:7][CH2:6][N:5]1[C:9](=[O:24])[CH2:10][CH2:11][CH2:12][CH2:13][C:14]([N:16]1[CH2:20][CH2:19][CH2:18][C@@H:17]1[C:21]([OH:23])=[O:22])=[O:15])([OH:3])=[O:2]>C(O)C=C>[CH2:8]([O:22][C:21]([C@H:17]1[CH2:18][CH2:19][CH2:20][N:16]1[C:14](=[O:15])[CH2:13][CH2:12][CH2:11][CH2:10][C:9]([N:5]1[CH2:6][CH2:7][CH2:8][C@@H:4]1[C:1]([O:3][CH2:11][CH:10]=[CH2:9])=[O:2])=[O:24])=[O:23])[CH:4]=[CH2:1]. Procedure: A mixture of 1.02 g (3 mmol) (R)-1-[6-[(R)-2-carboxy-pyrrolidin-1-yl]-6-oxo-hexanoyl]-pyrrolidine-2-carboxylic acid and 3 g Amberlite® IR120 in 30 ml allylalcohol were stirred at room temperature for 90 hours. After filtration the solvent was distilled off, the residue was taken up in dichloromethane and extracted with 2% aqueous sodium bicarbonate. The organic extract was dried with sodium sulfate and the solvent was distilled off to yield 620 mg (49%) (R)-1-{6-[(R)-2-alloxycarbonyl-pyrrolidin-...